From a dataset of the Open Reaction Database (ORD), a public repository of structured organic reaction records. describe an organic reaction: reactants, conditions, products, and yield Reactants: C(C1=CC=CC=C1)OC(C(Cl)(Cl)Cl)=N (benzyl-2,2,2-trichloroacetimidate), C(C1=CC=CC=C1)OC(C(Cl)(Cl)Cl)=N (benzyl-2,2,2-trichloroacetimidate), FC1=CC=C(C=C1)N1N=CC2=CC(=CC=C12)C(C(C(=O)OC)(C)C)O (Methyl 3-(1-(4-fluorophenyl)-1H-indazol-5-yl)-3-hydroxy-2,2-dimethylpropanoate). The reagents and catalysts are C(F)(F)(F)S(=O)(=O)O (CF3SO3H). Solvent: C(Cl)Cl (DCM), [Cl-].[Na+].O (brine). Reaction conditions: time 2 hour. The product is C(C1=CC=CC=C1)OC(C(C(=O)OC)(C)C)C=1C=C2C=NN(C2=CC1)C1=CC=C(C=C1)F (methyl 3-(benzyloxy)-3-(1-(4-fluorophenyl)-1H-indazol-5-yl)-2,2-dimethylpropanoate). The yield is 14.7%. RXN SMILES: [F:1][C:2]1[CH:7]=[CH:6][C:5]([N:8]2[C:16]3[C:11](=[CH:12][C:13]([CH:17]([OH:25])[C:18]([CH3:24])([CH3:23])[C:19]([O:21][CH3:22])=[O:20])=[CH:14][CH:15]=3)[CH:10]=[N:9]2)=[CH:4][CH:3]=1.[CH2:26](OC(=N)C(Cl)(Cl)Cl)[C:27]1[CH:32]=[CH:31][CH:30]=[CH:29][CH:28]=1>C(Cl)Cl.C(S(O)(=O)=O)(F)(F)F.[Cl-].[Na+].O>[CH2:26]([O:25][CH:17]([C:13]1[CH:12]=[C:11]2[C:16](=[CH:15][CH:14]=1)[N:8]([C:5]1[CH:6]=[CH:7][C:2]([F:1])=[CH:3][CH:4]=1)[N:9]=[CH:10]2)[C:18]([CH3:23])([CH3:24])[C:19]([O:21][CH3:22])=[O:20])[C:27]1[CH:32]=[CH:31][CH:30]=[CH:29][CH:28]=1 |f:4.5.6|. Procedure: Methyl 3-(1-(4-fluorophenyl)-1H-indazol-5-yl)-3-hydroxy-2,2-dimethylpropanoate (282 mg, 0.82 mmol) was dissolved in 10 mL DCM and benzyl-2,2,2-trichloroacetimidate (0.185 mL, 1.0 mmol) was added followed by 3 drops of CF3SO3H. The reaction was stirred for 2 h. Reaction was incomplete so added more benzyl-2,2,2-trichloroacetimidate (0.185 mL, 1.0 mmol). After 12 h, diluted with brine and extracted with DCM×3. The organic layers were dried over MgSO4, filtered, and concentrated. The residue was pu... Procedure: 4-Methyl-N-[2-[(phenylsulfonyl)amino]-4-(1-piperazinyl)phenyl]benzenesulfonamide was synthesized from N-{2-amino-5-(4-t-butyloxycarbonyl-piperazinyl)-phenyl}benzenesulfonamide and p-toluenesulfonylchloride (46 mg, 0.239 mmol) according to general method 3 to give 70 mg of a purple solid. MS (posES-FIA) m/z=Found: 487.2; Calcd: 487.14; 1H-NMR δ 7.73-7.45 (m, 7H), 7.26 (d, 2H), 6.74 (s, 1H), 6.62-6.60 (m, 2H), 3.69 (app t, 2H), 3.39 (app t, 2H), 3.29-3.74 (m, 4H), 2.38 (s, 3H). Yields the product CC1=CC=C(C=C1)S(=O)(=O)NC1=C(C=C(C=C1)N1CCNCC1)NS(=O)(=O)C1=CC=CC=C1 (4-Methyl-N-[2-[(phenylsulfonyl)amino]-4-(1-piperazinyl)phenyl]benzenesulfonamide), purple solid. Starting materials: NC1=C(C=C(C=C1)N1CCN(CC1)C(=O)OC(C)(C)C)NS(=O)(=O)C1=CC=CC=C1 (N-{2-amino-5-(4-t-butyloxycarbonyl-piperazinyl)-phenyl}benzenesulfonamide), C1(=CC=C(C=C1)S(=O)(=O)Cl)C (p-toluenesulfonylchloride). As a reaction SMILES: [NH2:1][C:2]1[CH:7]=[CH:6][C:5]([N:8]2[CH2:13][CH2:12][N:11](C(OC(C)(C)C)=O)[CH2:10][CH2:9]2)=[CH:4][C:3]=1[NH:21][S:22]([C:25]1[CH:30]=[CH:29][CH:28]=[CH:27][CH:26]=1)(=[O:24])=[O:23].[C:31]1([CH3:41])[CH:36]=[CH:35][C:34]([S:37](Cl)(=[O:39])=[O:38])=[CH:33][CH:32]=1>>[CH3:41][C:31]1[CH:36]=[CH:35][C:34]([S:37]([NH:1][C:2]2[CH:7]=[CH:6][C:5]([N:8]3[CH2:9][CH2:10][NH:11][CH2:12][CH2:13]3)=[CH:4][C:3]=2[NH:21][S:22]([C:25]2[CH:26]=[CH:27][CH:28]=[CH:29][CH:30]=2)(=[O:23])=[O:24])(=[O:39])=[O:38])=[CH:33][CH:32]=1. The reactants are ClC1=CC=C(C(=O)C2=CC=C(CN3C=C(C4=C3N=C(N(C4=O)C)SC)C)C=C2)C=C1 (7-[4-(4-chlorobenzoyl)benzyl]-3,5-dimethyl-2-methylthio-7H-pyrrolo[2,3-d]pyrimidin-4(3H)-one), ClN1C(CCC1=O)=O (N-chlorosuccinimide). The solvent is ClCCl (dichloromethane). Product: ClC1=C(C2=C(N=C(N(C2=O)C)SC)N1CC1=CC=C(C=C1)C(C1=CC=C(C=C1)Cl)=O)C (6-Chloro-7-[4-(4-chlorobenzoyl)benzyl]-3,5-dimethyl-2-methylthio-7H-pyrrolo [2,3-d]pyrimidin-4(3H)-one). Isolated yield 57.9%. As a reaction SMILES: [Cl:1][C:2]1[CH:30]=[CH:29][C:5]([C:6]([C:8]2[CH:28]=[CH:27][C:11]([CH2:12][N:13]3[C:17]4[N:18]=[C:19]([S:24][CH3:25])[N:20]([CH3:23])[C:21](=[O:22])[C:16]=4[C:15]([CH3:26])=[CH:14]3)=[CH:10][CH:9]=2)=[O:7])=[CH:4][CH:3]=1.[Cl:31]N1C(=O)CCC1=O>ClCCl>[Cl:31][C:14]1[N:13]([CH2:12][C:11]2[CH:27]=[CH:28][C:8]([C:6](=[O:7])[C:5]3[CH:4]=[CH:3][C:2]([Cl:1])=[CH:30][CH:29]=3)=[CH:9][CH:10]=2)[C:17]2[N:18]=[C:19]([S:24][CH3:25])[N:20]([CH3:23])[C:21](=[O:22])[C:16]=2[C:15]=1[CH3:26]. Procedure details: In anhydrous dichloromethane (3 ml) was dissolved 7-[4-(4-chlorobenzoyl)benzyl]-3,5-dimethyl-2-methylthio-7H-pyrrolo[2,3-d]pyrimidin-4(3H)-one (88 mg) and, under ice-cooling and stirring, N-chlorosuccinimide (28 mg) was added. After 2 hours of stirring, the solvent was distilled off under reduced pressure and the residue was purified by flash column chromatography (silica gel; chloroform) to provide the title compound (55 mg). Starting materials: CC(C)C(NC(=O)OCc1ccccc1)C(=O)Oc1c(Cl)c(Cl)c(Cl)c(Cl)c1Cl, ClCCl, NCc1ccccc1, [Na], Sc1ccccn1. Product: [NH-]Cc1ccccc1, CC(C)C(NC(=O)OCc1ccccc1)C(=O)O. RXN SMILES: [Cl:17][c:18]1[c:19]([O:24][C:25]([CH:26]([NH:27][C:28](=[O:29])[O:30][CH2:31][c:32]2[cH:33][cH:34][cH:35][cH:36][cH:37]2)[CH:38]([CH3:39])[CH3:40])=[O:41])[c:20]([Cl:21])[c:22]([Cl:23])[c:42]([Cl:43])[c:44]1[Cl:45].[Cl:46][CH2:47][Cl:48].[NH2:1][CH2:2][c:3]1[cH:4][cH:5][cH:6][cH:7][cH:8]1.[Na:9].[SH:10][c:11]1[cH:12][cH:13][cH:14][cH:15][n:16]1>>[NH-:1][CH2:2][c:3]1[cH:4][cH:5][cH:6][cH:7][cH:8]1.[O:24]=[C:25]([CH:26]([NH:27][C:28](=[O:29])[O:30][CH2:31][c:32]1[cH:33][cH:34][cH:35][cH:36][cH:37]1)[CH:38]([CH3:39])[CH3:40])[OH:41]. The reactants are COc1ccc(CNc2cc(Oc3ccc(NC(=O)NC(=O)Cc4ccc(F)cc4)cc3F)ncn2)cc1, O=C=NC(=O)Cc1ccc(F)cc1, CC(C)(C)OC(=O)NC1CCN(C(=O)C=Cc2cnccc2Oc2ccc(N)cc2F)CC1. Product: CC(C)(C)OC(=O)NC1CCN(C(=O)C=Cc2cnccc2Oc2ccc(NC(=O)NC(=O)Cc3ccc(F)cc3)cc2F)CC1. RXN SMILES: [CH3:47][O:48][c:49]1[cH:50][cH:51][c:52]([CH2:53][NH:54][c:55]2[n:56][cH:57][n:58][c:59]([O:60][c:61]3[cH:62][cH:63][c:64]([NH:65][C:66]([NH:67][C:68](=[O:69])[CH2:70][c:71]4[cH:72][cH:73][c:74]([F:75])[cH:76][cH:77]4)=[O:78])[cH:79][c:80]3[F:81])[cH:82]2)[cH:83][cH:84]1.[F:34][c:35]1[cH:36][cH:37][c:38]([CH2:41][C:42](=[O:43])[N:44]=[C:45]=[O:46])[cH:39][cH:40]1.[NH2:1][c:2]1[cH:3][c:4]([F:33])[c:5]([O:6][c:7]2[c:8]([CH:13]=[CH:14][C:15](=[O:16])[N:17]3[CH2:18][CH2:19][CH:20]([NH:23][C:24]([O:25][C:26]([CH3:27])([CH3:28])[CH3:29])=[O:30])[CH2:21][CH2:22]3)[cH:9][n:10][cH:11][cH:12]2)[cH:31][cH:32]1>>[NH:1]([c:2]1[cH:3][c:4]([F:33])[c:5]([O:6][c:7]2[c:8]([CH:13]=[CH:14][C:15](=[O:16])[N:17]3[CH2:18][CH2:19][CH:20]([NH:23][C:24]([O:25][C:26]([CH3:27])([CH3:28])[CH3:29])=[O:30])[CH2:21][CH2:22]3)[cH:9][n:10][cH:11][cH:12]2)[cH:31][cH:32]1)[C:45]([NH:44][C:42]([CH2:41][c:38]1[cH:37][cH:36][c:35]([F:34])[cH:40][cH:39]1)=[O:43])=[O:46]. As a reaction SMILES: [CH3:37][c:38]1[cH:39][cH:40][cH:41][cH:42][cH:43]1.[CH3:44][C:45](=[O:46])[OH:47].[CH:25]1([NH:28][CH2:29][CH2:30][C:31](=[O:32])[O:33][CH2:34][CH3:35])[CH2:26][CH2:27]1.[Cl:7][c:8]1[n:9][c:10]2[cH:11][c:12]([F:24])[c:13]([F:23])[cH:14][c:15]2[cH:16][c:17]1[C:18](=[O:19])[O:20][CH2:21][CH3:22].[Na+:1].[Na+:2].[O-:3][C:4](=[O:5])[O-:6].[OH2:36]>>[c:8]1([N:28]([CH:25]2[CH2:26][CH2:27]2)[CH2:29][CH2:30][C:31](=[O:32])[O:33][CH2:34][CH3:35])[n:9][c:10]2[cH:11][c:12]([F:24])[c:13]([F:23])[cH:14][c:15]2[cH:16][c:17]1[C:18](=[O:19])[O:20][CH2:21][CH3:22]. Product: CCOC(=O)CCN(c1nc2cc(F)c(F)cc2cc1C(=O)OCC)C1CC1. Reactants: Cc1ccccc1, CC(=O)O, CCOC(=O)CCNC1CC1, CCOC(=O)c1cc2cc(F)c(F)cc2nc1Cl, [Na+], [Na+], O=C([O-])[O-], O. Starting materials: OCCC1=CC=C2CCCNC2=N1 (7-(2-hydroxyethyl)-1,2,3,4-tetrahydro-1,8-naphthyridine), S(=O)(Cl)Cl (thionyl chloride). Solvent: C1=CC=CC=C1 (benzene). Product: ClCCC1=CC=C2CCCNC2=N1 (7-(2-chloroethyl)-1,2,3,4-tetrahydro-1,8-naphthyridine). The yield is 90.0%. Reaction SMILES: O[CH2:2][CH2:3][C:4]1[N:13]=[C:12]2[C:7]([CH2:8][CH2:9][CH2:10][NH:11]2)=[CH:6][CH:5]=1.S(Cl)([Cl:16])=O>C1C=CC=CC=1>[Cl:16][CH2:2][CH2:3][C:4]1[N:13]=[C:12]2[C:7]([CH2:8][CH2:9][CH2:10][NH:11]2)=[CH:6][CH:5]=1. Reported procedure: 7-(2-hydroxyethyl)-1,2,3,4-tetrahydro-1,8-naphthyridine (5.00 g) was added to thionyl chloride (25 mL) and refluxed for 12 hour in benzene (100 mL). The resulting solution was concentrated and the red oil was dissolved in CH2Cl2 and washed with NaHCO3 (satd). The CH2Cl2 layer was extracted, dried with Na2SO4, and concentrated in vacuo to afford 4.99 g (90%) of a tan solid. 1H NMR (DMSO-d6) δ 7.06 (d, 1H), 6.35 (br s, 1H), 6.33 (d, 1H), 3.86 (t, 2H), 3.25 (m, 2H), 2.87 (t, 2H), 2.62 (t, 2H), 1.75...